This data is from the Open Reaction Database (ORD), a public repository of structured organic reaction records. The task is: describe an organic reaction: reactants, conditions, products, and yield Product: CN(C)c1ccc(-c2ccnc(Nc3ccc(-c4nncn4C)cc3)n2)cc1. RXN SMILES: [CH3:17][n:18]1[c:19](-[c:23]2[cH:24][cH:25][c:26]([NH2:27])[cH:28][cH:29]2)[n:20][n:21][cH:22]1.[CH3:86][O:87][CH2:88][CH2:89][O:90][CH3:91].[Cl:1][c:2]1[n:3][cH:4][cH:5][c:6](-[c:8]2[cH:9][cH:10][c:11]([N:12]([CH3:13])[CH3:14])[cH:15][cH:16]2)[n:7]1.[O:32]=[C:33]([CH:34]=[CH:35][c:36]1[cH:37][cH:38][cH:39][cH:40][cH:41]1)[CH:42]=[CH:43][c:44]1[cH:45][cH:46][cH:47][cH:48][cH:49]1.[O:50]=[C:51]([CH:52]=[CH:53][c:54]1[cH:55][cH:56][cH:57][cH:58][cH:59]1)[CH:60]=[CH:61][c:62]1[cH:63][cH:64][cH:65][cH:66][cH:67]1.[O:68]=[C:69]([CH:70]=[CH:71][c:72]1[cH:73][cH:74][cH:75][cH:76][cH:77]1)[CH:78]=[CH:79][c:80]1[cH:81][cH:82][cH:83][cH:84][cH:85]1.[Pd:30].[Pd:31]>>[c:2]1([NH:27][c:26]2[cH:25][cH:24][c:23](-[c:19]3[n:18]([CH3:17])[cH:22][n:21][n:20]3)[cH:29][cH:28]2)[n:3][cH:4][cH:5][c:6](-[c:8]2[cH:9][cH:10][c:11]([N:12]([CH3:13])[CH3:14])[cH:15][cH:16]2)[n:7]1. Starting materials: Cn1cnnc1-c1ccc(N)cc1, COCCOC, CN(C)c1ccc(-c2ccnc(Cl)n2)cc1, O=C(C=Cc1ccccc1)C=Cc1ccccc1, O=C(C=Cc1ccccc1)C=Cc1ccccc1, O=C(C=Cc1ccccc1)C=Cc1ccccc1, [Pd], [Pd]. The product is C(C)(=O)C(CCCCCCCCCCC(=O)N1CCOCC1)C(=O)OCC (N-(12-Acetyl-12-Carboethoxydodecanoyl)morpholine). Reaction SMILES: [C:1]([N:13]1[CH2:18][CH2:17][O:16][CH2:15][CH2:14]1)(=[O:12])[CH2:2][CH2:3][CH2:4][CH2:5][CH2:6][CH2:7][CH2:8][CH2:9][CH:10]=[CH2:11].[C:19]([O:25][CH2:26][CH3:27])(=[O:24])[CH2:20][C:21]([CH3:23])=[O:22]>[60Co]>[C:21]([CH:20]([C:19]([O:25][CH2:26][CH3:27])=[O:24])[CH2:11][CH2:10][CH2:9][CH2:8][CH2:7][CH2:6][CH2:5][CH2:4][CH2:3][CH2:2][C:1]([N:13]1[CH2:14][CH2:15][O:16][CH2:17][CH2:18]1)=[O:12])(=[O:22])[CH3:23]. The reactants are C(CCCCCCCCC=C)(=O)N1CCOCC1 (10-undecenoylmorpholine), C(CC(=O)C)(=O)OCC (ethyl acetoacetate). Procedure: Samples of 2 grams (.0078 mole) of 10-undecenoylmorpholine and 30.9 grams (0.237 mole) of ethyl acetoacetate were placed in a flask, mixed well, and exposed to a cobalt-60 (γ-radiation) source to initiate free radical chain reaction. After irradiating for 17 hours, the mixture was removed from the irradiation source and stripped under reduced pressure. Analysis of the product, N-(12-acetyl-12-carboethoxydodecanoyl) morpholine: % G 65.78 (theory 65.76); % H, 9.87 (theory 9.73); % N, 3.68 (theory ... Reagents/catalysts: [60Co] (cobalt-60). The reactants are ClC1=NC=C(C(=N1)NC1=NNC(=C1)OC(C)C)[N+](=O)[O-] (2-chloro-N-(5-isopropoxy-1H-pyrazol-3-yl)-5-nitropyrimidin-4-amine), ClC1=NC=C(C(=N1)NC1=NNC(=C1)OC(C)C)[N+](=O)[O-] (2-chloro-N-(5-isopropoxy-1H-pyrazol-3-yl)-5-nitropyrimidin-4-amine), Cl.FC=1C=NC(=NC1)[C@H](C)N ([(1S)-1-(5-fluoropyrimidin-2-yl)ethyl]amine hydrochloride), Cl.FC=1C=NC(=NC1)[C@H](C)N ([(1S)-1-(5-fluoropyrimidin-2-yl)ethyl]amine hydrochloride), C(C)(C)N(CC)C(C)C (diisopropylethylamine). The solvent is CCCCO (n-BuOH), C(C)(=O)OCC (ethyl acetate). Conditions: temperature 70 celsius, time 4 hour. Yields the product FC=1C=NC(=NC1)[C@H](C)NC1=NC=C(C(=N1)NC1=NNC(=C1)OC(C)C)[N+](=O)[O-] (N2-[(1S)-1-(5-Fluoropyrimidin-2-yl)ethyl]-N4-(5-isopropoxy-1H-pyrazol-3-yl)-5-nitropyrimidine-2,4-diamine). Yield: 74.0%. Reaction SMILES: Cl[C:2]1[N:7]=[C:6]([NH:8][C:9]2[CH:13]=[C:12]([O:14][CH:15]([CH3:17])[CH3:16])[NH:11][N:10]=2)[C:5]([N+:18]([O-:20])=[O:19])=[CH:4][N:3]=1.Cl.[F:22][C:23]1[CH:24]=[N:25][C:26]([C@@H:29]([NH2:31])[CH3:30])=[N:27][CH:28]=1.C(N(C(C)C)CC)(C)C>CCCCO.C(OCC)(=O)C>[F:22][C:23]1[CH:24]=[N:25][C:26]([C@@H:29]([NH:31][C:2]2[N:7]=[C:6]([NH:8][C:9]3[CH:13]=[C:12]([O:14][CH:15]([CH3:17])[CH3:16])[NH:11][N:10]=3)[C:5]([N+:18]([O-:20])=[O:19])=[CH:4][N:3]=2)[CH3:30])=[N:27][CH:28]=1 |f:1.2|. Procedure details: A mixture of 2-chloro-N-(5-isopropoxy-1H-pyrazol-3-yl)-5-nitropyrimidin-4-amine (Intermediate 30, 0.2 g) and [(1S)-1-(5-fluoropyrimidin-2-yl)ethyl]amine hydrochloride (Intermediate 15, 0.15 g) in n-BuOH (5 mL) with diisopropylethylamine (1 mL) was stirred at 70° C. for 4 hours. The resulting mixture was diluted with ethyl acetate (20 mL), and washed with brine (10 mL×3). The organic layer was dried and concentrated. The resulting residue was separated by silica gel column (Hexane/Ethyl acetate) ... Starting materials: B, O=C([O-])O, CSC, Cl, CCCS(=O)(=O)NCCCc1ccc2c(c1)C(Cc1cccc(F)c1)C(NC(C)=O)CC2, [Na+], C1CCOC1. Yields the product Cl, CCCS(=O)(=O)NCCCc1ccc2c(c1)C(Cc1cccc(F)c1)C(NCC)CC2. As a reaction SMILES: [BH3:36].[C:38](=[O:39])([OH:40])[O-:41].[CH3:33][S:34][CH3:35].[ClH:37].[F:1][c:2]1[cH:3][c:4]([CH2:5][CH:6]2[CH:7]([NH:26][C:27]([CH3:28])=[O:29])[CH2:8][CH2:9][c:10]3[cH:11][cH:12][c:13]([CH2:16][CH2:17][CH2:18][NH:19][S:20](=[O:21])(=[O:22])[CH2:23][CH2:24][CH3:25])[cH:14][c:15]32)[cH:30][cH:31][cH:32]1.[Na+:42].[O:43]1[CH2:44][CH2:45][CH2:46][CH2:47]1>>[ClH:37].[F:1][c:2]1[cH:3][c:4]([CH2:5][CH:6]2[CH:7]([NH:26][CH2:27][CH3:28])[CH2:8][CH2:9][c:10]3[cH:11][cH:12][c:13]([CH2:16][CH2:17][CH2:18][NH:19][S:20](=[O:21])(=[O:22])[CH2:23][CH2:24][CH3:25])[cH:14][c:15]32)[cH:30][cH:31][cH:32]1. Starting materials: OCC(O)c1ccc2cccc(Br)c2n1, COC(C)(C)OC, CC(C)=O. Yields the product CC1(C)OCC(c2ccc3cccc(Br)c3n2)O1. Reaction SMILES: [Br:1][c:2]1[cH:3][cH:4][cH:5][c:6]2[cH:7][cH:8][c:9]([CH:12]([CH2:13][OH:14])[OH:15])[n:10][c:11]12.[CH3:16][O:17][C:18]([CH3:19])([CH3:20])[O:21][CH3:22].[CH3:23][C:24](=[O:25])[CH3:26]>>[Br:1][c:2]1[cH:3][cH:4][cH:5][c:6]2[cH:7][cH:8][c:9]([CH:12]3[CH2:13][O:14][C:18]([CH3:19])([CH3:20])[O:15]3)[n:10][c:11]12. Reactants: C(C)(=O)OCC (Ethyl acetate), C(C)(C)N(CC)C(C)C (diisopropylethylamine), ClC=1OC2=C(N1)C=CC=C2 (2-chlorobenzoxazole), NCCC=1C=C(OC(C(=O)OCC)(C)C)C=CC1 (Ethyl 2-[3-(2-aminoethyl)phenoxy]-2-methylpropionate). Run in O1CCCC1 (tetrahydrofuran). Run at time 14 hour. The product is O1C(=NC2=C1C=CC=C2)NCCC=2C=C(OC(C(=O)OCC)(C)C)C=CC2 (Ethyl 2-[3-[2-(N-Benzoxazol-2-yl)aminoethyl]phenoxy]-2-methylpropionate). RXN SMILES: [NH2:1][CH2:2][CH2:3][C:4]1[CH:5]=[C:6]([CH:16]=[CH:17][CH:18]=1)[O:7][C:8]([CH3:15])([CH3:14])[C:9]([O:11][CH2:12][CH3:13])=[O:10].C(N(C(C)C)CC)(C)C.Cl[C:29]1[O:30][C:31]2[CH:37]=[CH:36][CH:35]=[CH:34][C:32]=2[N:33]=1.C(OCC)(=O)C>O1CCCC1>[O:30]1[C:31]2[CH:37]=[CH:36][CH:35]=[CH:34][C:32]=2[N:33]=[C:29]1[NH:1][CH2:2][CH2:3][C:4]1[CH:5]=[C:6]([CH:16]=[CH:17][CH:18]=1)[O:7][C:8]([CH3:15])([CH3:14])[C:9]([O:11][CH2:12][CH3:13])=[O:10]. Procedure details: Ethyl 2-[3-(2-aminoethyl)phenoxy]-2-methylpropionate (1.1 g, 4.38 mmol) was dissolved in tetrahydrofuran (22 mL). Subsequently, diisopropylethylamine (1.14 mL, 6.57 mmol) and then 2-chlorobenzoxazole (611 mL, 5.26 mmol) were added thereto, and the mixture was stirred under argon atmosphere for 14 hours at room temperature. Ethyl acetate was added to the reaction mixture. Washing was performed sequentially with water and saturated brine, followed by drying over sodium sulfate. Thereafter, the rea...